Dataset: the Open Reaction Database (ORD), a public repository of structured organic reaction records. Task: describe an organic reaction: reactants, conditions, products, and yield Reactants: C1(=CC=C(C=C1)C(=O)O)C (para toluic acid), C1=CC=CC=C1 (benzene), [Si](Cl)(Cl)(Cl)Cl (silicon tetrachloride), Cl (HCl). The product is CC=1C=CC=CC1C(=O)O (Toluic Acid). Reaction SMILES: [C:1]1(C)[CH:6]=[CH:5][C:4]([C:7]([OH:9])=[O:8])=[CH:3][CH:2]=1.[Si](Cl)(Cl)(Cl)Cl.Cl.[CH:17]1C=CC=CC=1>>[CH3:17][C:5]1[CH:6]=[CH:1][CH:2]=[CH:3][C:4]=1[C:7]([OH:9])=[O:8]. Procedure details: To a reaction vessel was added 5 grams (0.037 moles) of para toluic acid suspended in about 100 ml of benzene. Then, 3.14 grams (0.0185 moles) of silicon tetrachloride were added and the reaction mixture stirred at room temperature. A small amount of HCl gas evolved during this stirring. Even though a small amount of material remained undissolved, the reaction mixture was distilled at 80° C. and atmospheric pressure. The overhead condensate contained only benzene and silicon tetrachloride. The p... Starting materials: COC1=CC=C(CNC=2C=CC=C3C=C(N(C(C23)=O)C2=CC=CC=C2)[C@H](C)NC(=O)C=2C(=NN3C2N=CC=C3)NC(OC(C)(C)C)=O)C=C1 ((S)-tert-butyl (3-((1-(8-((4-methoxybenzyl)amino)-1-oxo-2-phenyl-1,2-dihydroisoquinolin-3-yl)ethyl)carbamoyl)pyrazolo[1,5-a]pyrimidin-2-yl)carbamate), C1(=CC=CC=C1)OC (anisole), C(=O)(C(F)(F)F)O (TFA), C([O-])(O)=O (bicarbonate). Reaction conditions: temperature 60 celsius, time 1 hour. The product is NC1=NN2C(N=CC=C2)=C1C(=O)N[C@@H](C)C=1N(C(C2=C(C=CC=C2C1)N)=O)C1=CC=CC=C1 ((S)-2-amino-N-(1-(8-amino-1-oxo-2-phenyl-1,2-dihydroisoquinolin-3-yl)ethyl)pyrazolo[1,5-a]pyrimidine-3-carboxamide). As a reaction SMILES: COC1C=CC(C[NH:8][C:9]2[CH:10]=[CH:11][CH:12]=[C:13]3[C:18]=2[C:17](=[O:19])[N:16]([C:20]2[CH:25]=[CH:24][CH:23]=[CH:22][CH:21]=2)[C:15]([C@@H:26]([NH:28][C:29]([C:31]2[C:32]([NH:40]C(=O)OC(C)(C)C)=[N:33][N:34]4[CH:39]=[CH:38][CH:37]=[N:36][C:35]=24)=[O:30])[CH3:27])=[CH:14]3)=CC=1.C1(OC)C=CC=CC=1.C(O)(C(F)(F)F)=O.C(=O)(O)[O-]>>[NH2:40][C:32]1[C:31]([C:29]([NH:28][C@H:26]([C:15]2[N:16]([C:20]3[CH:25]=[CH:24][CH:23]=[CH:22][CH:21]=3)[C:17](=[O:19])[C:18]3[C:13]([CH:14]=2)=[CH:12][CH:11]=[CH:10][C:9]=3[NH2:8])[CH3:27])=[O:30])=[C:35]2[N:36]=[CH:37][CH:38]=[CH:39][N:34]2[N:33]=1. Reported procedure: In a MW compatible vial, (S)-3-(1-aminoethyl)-8-chloro-2-phenylisoquinolin-1(2H)-one (700 mg, 2.343 mmol), (4-methoxyphenyl)methanamine (3.2 g, 23.4 mmol, 20 eq.) and diisopropylethylamine (1.6 mL, 9.4 mmol, 4 eq.) were dissolved in NMP (12 mL). The vial was sealed and heated to 180° C. in a under MW irradiation and stirred for 6 hr. The reaction mixture was cooled to RT, partitioned between Ethyl acetate and water. The organic phase was separated, washed with saturated aqueous sodium chloride s...